From a dataset of the Open Reaction Database (ORD), a public repository of structured organic reaction records. describe an organic reaction: reactants, conditions, products, and yield The reactants are ClC1=CC=C(C(=N1)NC)[N+](=O)[O-] (6-chloro-2-methylamino-3-nitropyridine), [H-].[Na+] (sodium hydride), C(C)O (ethanol). Solvent: CN(C=O)C (dimethylformamide). Yields the product C(C)OC1=CC=C(C(=N1)NC)[N+](=O)[O-] (6-Ethoxy-2-methylamino-3-nitropyridine). As a reaction SMILES: Cl[C:2]1[N:7]=[C:6]([NH:8][CH3:9])[C:5]([N+:10]([O-:12])=[O:11])=[CH:4][CH:3]=1.[H-].[Na+].[CH2:15]([OH:17])[CH3:16]>CN(C)C=O>[CH2:15]([O:17][C:2]1[N:7]=[C:6]([NH:8][CH3:9])[C:5]([N+:10]([O-:12])=[O:11])=[CH:4][CH:3]=1)[CH3:16] |f:1.2|. Procedure details: A procedure similar to that described in Preparation 88 was repeated, except that 6.00 g of 6-chloro-2-methylamino-3-nitropyridine (prepared as described in Preparation 66), 1.54 g of sodium hydride (as a 55% by weight dispersion in mineral oil), 2.1 ml of ethanol and 150 ml of dimethylformamide were used. After working up the product as described in Preparation 88, the resulting crude product was crystallized by trituration with ethanol, to give 5.10 g of the title compound, melting at 101° C. Starting materials: [OH-].[NH4+] (ammonium hydroxide), hot solution, Br.Br.OCCNC1=NC2=C(N1CC(=O)C1=CC=CC=C1)C=CC=C2 (2-(2-Hydroxyethylamino)-1-phenacylbenzimidazole dihydrobromide), alcohol. Product: OCCNC1=NC2=C(N1CC(=O)C1=CC=CC=C1)C=CC=C2 (2-(2-Hydroxyethylamino)-1-phenacylbenzimidazole). RXN SMILES: [OH-].[NH4+].Br.Br.[OH:5][CH2:6][CH2:7][NH:8][C:9]1[N:13]([CH2:14][C:15]([C:17]2[CH:22]=[CH:21][CH:20]=[CH:19][CH:18]=2)=[O:16])[C:12]2[CH:23]=[CH:24][CH:25]=[CH:26][C:11]=2[N:10]=1>>[OH:5][CH2:6][CH2:7][NH:8][C:9]1[N:13]([CH2:14][C:15]([C:17]2[CH:22]=[CH:21][CH:20]=[CH:19][CH:18]=2)=[O:16])[C:12]2[CH:23]=[CH:24][CH:25]=[CH:26][C:11]=2[N:10]=1 |f:0.1,2.3.4|. Reported procedure: Add 22% ammonium hydroxide to 75 ml of a hot solution of the dihydrobromide obtained in Step A in 95° alcohol until a pH of approximately 10 is obtained. The title compound precipitates and is filtered, washed with water and dried. The reactants are COC(C1=CN=C(C=C1)OCC=1C(=NOC1C)C1=CC=C(C=C1)Cl)=O (6-[3-(4-chloro-phenyl)-5-methyl-isoxazol-4-ylmethoxy]-nicotinic acid methyl ester), O (water), C[Al](C)C (trimethylaluminium), FC(CN)(F)F (2,2,2-trifluoroethylamine). Solvent: O1CCOCC1 (dioxane), O1CCOCC1 (dioxane). Reaction conditions: time 1 hour. Yields the product ClC1=CC=C(C=C1)C1=NOC(=C1COC1=NC=C(C(=O)NCC(F)(F)F)C=C1)C (6-[3-(4-Chloro-phenyl)-5-methyl-isoxazol-4-ylmethoxy]-N-(2,2,2-trifluoro-ethyl)-nicotinamide). The yield is 77.5%. Reaction SMILES: C[Al](C)C.[F:5][C:6]([F:10])([F:9])[CH2:7][NH2:8].C[O:12][C:13](=O)[C:14]1[CH:19]=[CH:18][C:17]([O:20][CH2:21][C:22]2[C:23]([C:28]3[CH:33]=[CH:32][C:31]([Cl:34])=[CH:30][CH:29]=3)=[N:24][O:25][C:26]=2[CH3:27])=[N:16][CH:15]=1.O>O1CCOCC1>[Cl:34][C:31]1[CH:30]=[CH:29][C:28]([C:23]2[C:22]([CH2:21][O:20][C:17]3[CH:18]=[CH:19][C:14]([C:13]([NH:8][CH2:7][C:6]([F:10])([F:9])[F:5])=[O:12])=[CH:15][N:16]=3)=[C:26]([CH3:27])[O:25][N:24]=2)=[CH:33][CH:32]=1. Procedure: A solution of trimethylaluminium (2 M in toluene, 401 μL, 0.8 mmol) was added dropwise (exothermic) to a solution of 2,2,2-trifluoroethylamine (79 mg, 63 μL, 0.8 mmol) in dioxane (5 mL) and the resulting mixture was stirred at room temperature for 1 h. Then a solution of 6-[3-(4-chloro-phenyl)-5-methyl-isoxazol-4-ylmethoxy]-nicotinic acid methyl ester (72 mg, 0.2 mmol) in dioxane (2.5 mL) was added. The resulting mixture was then heated at 85-95° C. for 1 h and then cooled to room temperature an... Yield: 20.0%. RXN SMILES: [CH3:1][N:2]([CH3:21])[CH2:3][CH2:4][NH:5][C:6]([N:8]1[CH2:13][CH2:12][N:11]([C:14]2[CH:19]=[CH:18][C:17](F)=[CH:16][CH:15]=2)[CH2:10][CH2:9]1)=[O:7].[C:22](N1C=CN=C1)([N:24]1C=CN=C1)=[O:23].CN(CCN)C.N1(C2C=CC(C(N)=O)=CC=2)CCNCC1>O1CCCC1>[NH2:24][C:22]([C:17]1[CH:18]=[CH:19][C:14]([N:11]2[CH2:12][CH2:13][N:8]([C:6]([NH:5][CH2:4][CH2:3][N:2]([CH3:21])[CH3:1])=[O:7])[CH2:9][CH2:10]2)=[CH:15][CH:16]=1)=[O:23]. Starting materials: CN(CCNC(=O)N1CCN(CC1)C1=CC=C(C=C1)F)C (N-[2-(Dimethylamino)ethyl]-4-(4-fluorophenyl)-1-piperazinecarboxamide), C(=O)(N1C=NC=C1)N1C=NC=C1 (1,1'-carbonyldiimidazole), CN(C)CCN (unsym-dimethylethylenediamine), N1(CCNCC1)C1=CC=C(C(=O)N)C=C1 (4-(1-piperazinyl)benzamide). Product: NC(=O)C1=CC=C(C=C1)N1CCN(CC1)C(=O)NCCN(C)C (4-[4-(Aminocarbonyl)phenyl]-N-[2-(dimethylamino)ethyl]-1-piperazinecarboxamide). The solvent is O1CCCC1 (tetrahydrofuran). Reported procedure: This compound was prepared according to the procedure used to synthesize the compound of Example 11. A mixture of 3.1 g (0.019 mole) of 1,1'-carbonyldiimidazole, 1.7 g (0.019 mole) of unsym-dimethylethylenediamine and 3.9 g (0.019 mole) of 4-(1-piperazinyl)benzamide in a total volume of 150 ml of tetrahydrofuran gave a suspended white solid. The collected solid was recrystallized from ethanol-benzene to give 1.2 g (20%) of the title compound as a white solid, m.p. 193°-195° C. The reactants are N#Cc1csc(C=NO)c1, O=C(O)C(F)(F)F, [Zn]. Product: N#Cc1csc(CN)c1. Reaction SMILES: [C:1](#[N:2])[c:3]1[cH:4][c:5]([CH:8]=[N:9][OH:10])[s:6][cH:7]1.[OH:11][C:12]([C:13]([F:14])([F:15])[F:16])=[O:17].[Zn:18]>>[C:1](#[N:2])[c:3]1[cH:4][c:5]([CH2:8][NH2:9])[s:6][cH:7]1. Procedure details: After 0.22 g of the compound obtained in Example 6 (7) was added to 25 ml of trifluoroacetic acid, the mixture was stirred at room temperature for an hour. The reaction mixture was cooled to 5° C. and 6 ml of water was added thereto. After stirring at 5° C., the temperature was reverted to room temperature followed by stirring for 2 hours. The solvent was distilled off under reduced pressure and ether was added to the residue to make powders. To the powders was added 100 ml of water and then 0.2... Run in O (water). Yield: 138.0%. Starting materials: NC=1SC=C(N1)/C(/C(=O)N[C@H]1[C@@H]2N(C(=C(CS2)CSC2=C(C(=NS2)O)C(=O)O)C(=O)[O-])C1=O)=N/OC(SC1=CC=C(C=C1)OC(C)=O)C(=O)O.[Na+].[Na+].[Na+].NC=1SC=C(N1)/C(/C(=O)N[C@H]1[C@@H]2N(C(=C(CS2)CSC2=C(C(=NS2)O)C(=O)O)C(=O)[O-])C1=O)=N/OC(C(=O)O)SC1=CC=C(C=C1)OC(C)=O.NC=1SC=C(N1)/C(/C(=O)N[C@H]1[C@@H]2N(C(=C(CS2)CSC2=C(C(=NS2)O)C(=O)O)C(=O)[O-])C1=O)=N/OC(C(=O)O)SC1=CC=C(C=C1)OC(C)=O (trisodium 7β-[(Z)-2-(2-amino-4-thiazolyl)-2-[[(R S)-(carboxy)(4-acetoxyphenylthio)methoxy]imino]acetamido]-3-[[(4-carboxy-3-hydroxy-5-isothiazolyl)thio]methyl]-3-cephem-4-carboxylate), FC(C(=O)O)(F)F (trifluoroacetic acid). The product is NC=1SC=C(N1)/C(/C(=O)N[C@H]1[C@@H]2N(C(=C(CS2)CSC2=C(C(=NS2)O)C(=O)O)C(=O)[O-])C1=O)=N/OC(C=1C=NC=CC1)C(=O)O.[Na+].[Na+].[Na+].NC=1SC=C(N1)/C(/C(=O)N[C@H]1[C@@H]2N(C(=C(CS2)CSC2=C(C(=NS2)O)C(=O)O)C(=O)[O-])C1=O)=N/OC(C(=O)O)C=1C=NC=CC1.NC=1SC=C(N1)/C(/C(=O)N[C@H]1[C@@H]2N(C(=C(CS2)CSC2=C(C(=NS2)O)C(=O)O)C(=O)[O-])C1=O)=N/OC(C(=O)O)C=1C=NC=CC1 (trisodium 7β-[(Z)-2-(2-amino-4-thiazolyl)-2-[[(R S)-(carboxy)(3-pyridyl)methoxy]imino]acetamido]-3-[[(4-carboxy-3-hydroxy-5-isothiazolyl)thio]methyl]-3-cephem-4-carboxylate). Reaction SMILES: [NH2:1][C:2]1[S:3][CH:4]=[C:5](/[C:7](=[N:34]/[O:35][CH:36]([C:48]([OH:50])=[O:49])SC2C=CC(OC(=O)C)=CC=2)/[C:8]([NH:10][C@@H:11]2[C:32](=[O:33])[N:13]3[C:14]([C:29]([O-:31])=[O:30])=[C:15]([CH2:18][S:19][C:20]4[S:24][N:23]=[C:22]([OH:25])[C:21]=4[C:26]([OH:28])=[O:27])[CH2:16][S:17][C@H:12]23)=[O:9])[N:6]=1.[Na+:51].[Na+].[Na+].[NH2:54][C:55]1[S:56][CH:57]=[C:58](/[C:60](=[N:87]/[O:88][CH:89](SC2C=CC(OC(=O)C)=CC=2)[C:90]([OH:92])=[O:91])/[C:61]([NH:63][C@@H:64]2[C:85](=[O:86])[N:66]3[C:67]([C:82]([O-:84])=[O:83])=[C:68]([CH2:71][S:72][C:73]4[S:77][N:76]=[C:75]([OH:78])[C:74]=4[C:79]([OH:81])=[O:80])[CH2:69][S:70][C@H:65]23)=[O:62])[N:59]=1.[NH2:104][C:105]1[S:106][CH:107]=[C:108](/[C:110](=[N:137]/[O:138][CH:139](SC2C=CC(OC(=O)C)=CC=2)[C:140]([OH:142])=[O:141])/[C:111]([NH:113][C@@H:114]2[C:135](=[O:136])[N:116]3[C:117]([C:132]([O-:134])=[O:133])=[C:118]([CH2:121][S:122][C:123]4[S:127][N:126]=[C:125]([OH:128])[C:124]=4[C:129]([OH:131])=[O:130])[CH2:119][S:120][C@H:115]23)=[O:112])[N:109]=1.FC(F)(F)C(O)=O>O>[NH2:1][C:2]1[S:3][CH:4]=[C:5](/[C:7](=[N:34]/[O:35][CH:36]([C:48]([OH:50])=[O:49])[C:64]2[CH:85]=[N:66][CH:67]=[CH:68][CH:71]=2)/[C:8]([NH:10][C@@H:11]2[C:32](=[O:33])[N:13]3[C:14]([C:29]([O-:31])=[O:30])=[C:15]([CH2:18][S:19][C:20]4[S:24][N:23]=[C:22]([OH:25])[C:21]=4[C:26]([OH:28])=[O:27])[CH2:16][S:17][C@H:12]23)=[O:9])[N:6]=1.[Na+:51].[Na+:51].[Na+:51].[NH2:54][C:55]1[S:56][CH:57]=[C:58](/[C:60](=[N:87]/[O:88][CH:89]([C:114]2[CH:135]=[N:116][CH:117]=[CH:118][CH:121]=2)[C:90]([OH:92])=[O:91])/[C:61]([NH:63][C@@H:64]2[C:85](=[O:86])[N:66]3[C:67]([C:82]([O-:84])=[O:83])=[C:68]([CH2:71][S:72][C:73]4[S:77][N:76]=[C:75]([OH:78])[C:74]=4[C:79]([OH:81])=[O:80])[CH2:69][S:70][C@H:65]23)=[O:62])[N:59]=1.[NH2:104][C:105]1[S:106][CH:107]=[C:108](/[C:110](=[N:137]/[O:138][CH:139]([C:11]2[CH:32]=[N:13][CH:14]=[CH:15][CH:18]=2)[C:140]([OH:142])=[O:141])/[C:111]([NH:113][C@@H:114]2[C:135](=[O:136])[N:116]3[C:117]([C:132]([O-:134])=[O:133])=[C:118]([CH2:121][S:122][C:123]4[S:127][N:126]=[C:125]([OH:128])[C:124]=4[C:129]([OH:131])=[O:130])[CH2:119][S:120][C@H:115]23)=[O:112])[N:109]=1 |f:0.1.2.3.4.5,8.9.10.11.12.13|. Starting materials: CC(c1ccc(Br)cc1)N1CCC(CC(C)(C)O)(c2ccccc2)OC1=O, COc1cc(B2OC(C)(C)C(C)(C)O2)ccn1. Product: COc1cc(-c2ccc(C(C)N3CCC(CC(C)(C)O)(c4ccccc4)OC3=O)cc2)ccn1. As a reaction SMILES: [Br:1][c:2]1[cH:3][cH:4][c:5]([CH:8]([CH3:9])[N:10]2[C:11](=[O:27])[O:12][C:13]([c:16]3[cH:17][cH:18][cH:19][cH:20][cH:21]3)([CH2:22][C:23]([CH3:24])([CH3:25])[OH:26])[CH2:14][CH2:15]2)[cH:6][cH:7]1.[CH3:28][O:29][c:30]1[n:31][cH:32][cH:33][c:34]([B:36]2[O:37][C:38]([CH3:39])([CH3:40])[C:41]([CH3:42])([CH3:43])[O:44]2)[cH:35]1>>[c:2]1(-[c:34]2[cH:33][cH:32][n:31][c:30]([O:29][CH3:28])[cH:35]2)[cH:3][cH:4][c:5]([CH:8]([CH3:9])[N:10]2[C:11](=[O:27])[O:12][C:13]([c:16]3[cH:17][cH:18][cH:19][cH:20][cH:21]3)([CH2:22][C:23]([CH3:24])([CH3:25])[OH:26])[CH2:14][CH2:15]2)[cH:6][cH:7]1. Starting materials: CS(=O)(=O)O[C@H]1[C@@H](CCC1)OC1=CC=C(C=C1)Br (trans-2-(4-bromophenoxy)cyclopentyl methanesulfonate), [N-]=[N+]=[N-].[Na+] (sodium azide). The solvent is CN(C=O)C (dimethylformamide). Run at temperature 100 celsius. Yields the product BrC1=CC=C(C=C1)O[C@H]1[C@H](CCC1)N=[N+]=[N-] (cis-2-azidocyclopentyl 4-bromophenyl ether). As a reaction SMILES: CS(O[C@@H:6]1[CH2:10][CH2:9][CH2:8][C@H:7]1[O:11][C:12]1[CH:17]=[CH:16][C:15]([Br:18])=[CH:14][CH:13]=1)(=O)=O.[N-:19]=[N+:20]=[N-:21].[Na+]>CN(C)C=O>[Br:18][C:15]1[CH:16]=[CH:17][C:12]([O:11][C@@H:7]2[CH2:8][CH2:9][CH2:10][C@@H:6]2[N:19]=[N+:20]=[N-:21])=[CH:13][CH:14]=1 |f:1.2|. Reported procedure: To a solution of trans-2-(4-bromophenoxy)cyclopentyl methanesulfonate (3.52 g, 10.5 mmol) in dimethylformamide (22 mL) was added sodium azide (897 mg, 13.7 mmol) and the reaction was heated at 100° C. for 18 hours. The reaction was cooled to room temperature and partitioned between ethyl acetate and 1N aqueous lithium chloride solution. The aqueous layer was extracted with ethyl acetate, and the combined organic layers were washed with saturated aqueous sodium chloride solution, dried over calci...